Task: describe an organic reaction: reactants, conditions, products, and yield. Dataset: the Open Reaction Database (ORD), a public repository of structured organic reaction records Starting materials: BrCCBr, CCOC(C)=O, [K+], [K+], O=C([O-])[O-], CN(C)C=O, O, N#Cc1ccc(O)cc1. Product: N#Cc1ccc(OCCBr)cc1. Reaction SMILES: [Br:10][CH2:11][CH2:12][Br:13].[CH3:20][CH2:21][O:22][C:23](=[O:24])[CH3:25].[K+:14].[K+:15].[O-:16][C:17]([O-:18])=[O:19].[O:26]=[CH:27][N:28]([CH3:29])[CH3:30].[OH2:31].[OH:1][c:2]1[cH:3][cH:4][c:5]([C:8]#[N:9])[cH:6][cH:7]1>>[O:1]([c:2]1[cH:3][cH:4][c:5]([C:8]#[N:9])[cH:6][cH:7]1)[CH2:12][CH2:11][Br:10].